Task: describe an organic reaction: reactants, conditions, products, and yield. Dataset: the Open Reaction Database (ORD), a public repository of structured organic reaction records Reactants: C(=O)(O)CC=1N=C(SC1C(=O)O)C1=CC=C(C=C1)Cl (4-carboxymethyl-2-(4-chloro-phenyl)-thiazole-5-carboxylic acid), CO (MeOH), S(O)(O)(=O)=O (sulfuric acid). The product is ClC1=CC=C(C=C1)C=1SC(=C(N1)CC(=O)OC)C(=O)O (2-(4-Chloro-phenyl)-4-methoxycarbonylmethyl-thiazole-5-carboxylic acid). RXN SMILES: [C:1]([CH2:4][C:5]1[N:6]=[C:7]([C:13]2[CH:18]=[CH:17][C:16]([Cl:19])=[CH:15][CH:14]=2)[S:8][C:9]=1[C:10]([OH:12])=[O:11])([OH:3])=[O:2].S(=O)(=O)(O)O.[CH3:25]O>>[Cl:19][C:16]1[CH:15]=[CH:14][C:13]([C:7]2[S:8][C:9]([C:10]([OH:12])=[O:11])=[C:5]([CH2:4][C:1]([O:3][CH3:25])=[O:2])[N:6]=2)=[CH:18][CH:17]=1. Procedure details: Mix 4-carboxymethyl-2-(4-chloro-phenyl)-thiazole-5-carboxylic acid (145 g, 482 mmol) in MeOH (900 mL) and treat with sulfuric acid (1.20 mL, 21.68 mmol). Stir the mixture at reflux overnight and then begin distilling the MeOH to concentrate the solution. Collect about 300 mL of MeOH and then reflux for an additional 5 h. Filter the reaction mixture and cool the filtrate in an ice bath for one hour. Collect the yellow precipitate by filtration and rinse with cool MeOH. Dry the solid in a vacuum o...